From a dataset of the Open Reaction Database (ORD), a public repository of structured organic reaction records. describe an organic reaction: reactants, conditions, products, and yield Reactants: C(C)(C)(C)OC(=O)N1CCC(CC1)NC(C1=CC(=CC(=C1)OC)OCC#N)=O (4-(3-cyanomethoxy-5-methoxy-benzoylamino)-piperidine-1-carboxylic acid tert-butyl ester), C([O-])([O-])=O.[K+].[K+] (potassium carbonate), OO (hydrogen peroxide). Solvent: CS(=O)C (DMSO). Reaction conditions: time 24 hour. Yields the product C(C)(C)(C)OC(=O)N1CCC(CC1)NC(C1=CC(=CC(=C1)OC)OCC(N)=O)=O (4-(3-Carbamoylmethoxy-5-methoxy-benzoylamino)-piperidine-1-carboxylic acid tert-butyl ester). Yield: 504.2%. Reaction SMILES: [C:1]([O:5][C:6]([N:8]1[CH2:13][CH2:12][CH:11]([NH:14][C:15](=[O:28])[C:16]2[CH:21]=[C:20]([O:22][CH3:23])[CH:19]=[C:18]([O:24][CH2:25][C:26]#[N:27])[CH:17]=2)[CH2:10][CH2:9]1)=[O:7])([CH3:4])([CH3:3])[CH3:2].C(=O)([O-])[O-:30].[K+].[K+].OO>CS(C)=O>[C:1]([O:5][C:6]([N:8]1[CH2:13][CH2:12][CH:11]([NH:14][C:15](=[O:28])[C:16]2[CH:21]=[C:20]([O:22][CH3:23])[CH:19]=[C:18]([O:24][CH2:25][C:26](=[O:30])[NH2:27])[CH:17]=2)[CH2:10][CH2:9]1)=[O:7])([CH3:4])([CH3:2])[CH3:3] |f:1.2.3|. Reported procedure: 2.10 g (5.4 mmol) of 4-(3-cyanomethoxy-5-methoxy-benzoylamino)-piperidine-1-carboxylic acid tert-butyl ester (example 245) and 0.15 g (1.1 mmol) of potassium carbonate were suspended under argon in 10 mL of DMSO at rt; while stirring, 0.93 mL (1.05 g=2.0 eq.) of hydrogen peroxide solution (35% in water) was added below 25° C. and stirring continued at ambient temperature for 24 hours. Then, the reaction mixture was poured into crashed ice and extracted three times with MeCl2 /2-propanol (4:1); t... Starting materials: C(C)NC(OCCCCCCCCC1CC2=C(C(=C(C(=C2C1)OC)OC)OC)OC)=O (8-(4,5,6,7-tetramethoxyindan-2-yl)octyl N-ethylcarbamate), O=[N+]([O-])[O-].[O-][N+]([O-])=O.[O-][N+]([O-])=O.[O-][N+]([O-])=O.[O-][N+]([O-])=O.[O-][N+]([O-])=O.[Ce+4].[NH4+].[NH4+] (CAN). Run in C(C)#N (acetonitrile), O (water), O (water). Run at time 15 minute. Yields the product C(C)NC(OCCCCCCCCC1CC=2C(C(=C(C(C2C1)=O)OC)OC)=O)=O (8-(5,6-Dimethoxy-4,7-dioxoindan-2-yl)octyl N-ethylcarbamate). The yield is 55.4%. Reaction SMILES: [CH2:1]([NH:3][C:4](=[O:31])[O:5][CH2:6][CH2:7][CH2:8][CH2:9][CH2:10][CH2:11][CH2:12][CH2:13][CH:14]1[CH2:22][C:21]2[C:16](=[C:17]([O:29]C)[C:18]([O:27][CH3:28])=[C:19]([O:25][CH3:26])[C:20]=2[O:23]C)[CH2:15]1)[CH3:2].O=[N+]([O-])[O-].[O-][N+](=O)[O-].[O-][N+](=O)[O-].[O-][N+](=O)[O-].[O-][N+](=O)[O-].[O-][N+](=O)[O-].[Ce+4].[NH4+].[NH4+]>C(#N)C.O>[CH2:1]([NH:3][C:4](=[O:31])[O:5][CH2:6][CH2:7][CH2:8][CH2:9][CH2:10][CH2:11][CH2:12][CH2:13][CH:14]1[CH2:22][C:21]2[C:20](=[O:23])[C:19]([O:25][CH3:26])=[C:18]([O:27][CH3:28])[C:17](=[O:29])[C:16]=2[CH2:15]1)[CH3:2] |f:1.2.3.4.5.6.7.8.9|. Procedure: To a solution of 8-(4,5,6,7-tetramethoxyindan-2-yl)octyl N-ethylcarbamate (1.22 g) in acetonitrile (12 ml) was dropwise added a solution of CAN (3.83 g) in water (12 ml) with cooling with ice. After the reaction mixture was stirred for 15 min, water was added to the reaction mixture, which was extracted with ethyl acetate. The organic layer was washed with water and saturated aqueous sodium chloride and dried. The solvent was removed in vacuo. The residue was purified by silica gel column chroma...